This data is from the Open Reaction Database (ORD), a public repository of structured organic reaction records. The task is: describe an organic reaction: reactants, conditions, products, and yield The reactants are OO (hydrogen peroxide), C1(=CC=CC=C1)C(C)O (1-phenylethanol), C1(=CC=CC=C1)C(C)O (1-phenylethanol), ON1C(C=2C(C1=O)=CC=CC2)=O (N-hydroxyphthalimide), O=O (oxygen). Solvent: C(C)#N (acetonitrile). Yields the product C(C)(=O)C1=CC=CC=C1 (acetophenone). The yield is 36.0%. As a reaction SMILES: [C:1]1([CH:7]([OH:9])[CH3:8])[CH:6]=[CH:5][CH:4]=[CH:3][CH:2]=1.ON1C(=O)C2=CC=CC=C2C1=O.O=O.OO>C(#N)C>[C:7]([C:1]1[CH:6]=[CH:5][CH:4]=[CH:3][CH:2]=1)(=[O:9])[CH3:8]. Reported procedure: A mixture of 5 mmol of 1-phenylethanol, 0.5 mmol of N-hydroxyphthalimide, and 5 ml of acetonitrile was stirred at 75° C. in an oxygen atmosphere (1 atm) for 24 hours. An iodometric analysis of a reaction mixture revealed that hydrogen peroxide was formed in yield of 32% (selectivity: 84%). Separately, a gas chromatographic analysis of the reaction mixture revealed that the conversion rate from 1-phenylethanol was 38%, and acetophenone was formed in yield of 36%. Yields the product Cc1c(Br)cnc2c1c(I)cn2COCC[Si](C)(C)C. The reactants are Cc1c(Br)cnc2c1ccn2COCC[Si](C)(C)C, O=C([O-])O, CCOC(C)=O, ClCCCl, O=C1CCC(=O)N1I, [Na+], [Na+], [Na+], O=S(=O)([O-])[O-], O. As a reaction SMILES: [Br:1][c:2]1[c:3]([CH3:19])[c:4]2[c:5]([n:6][cH:7]1)[n:8]([CH2:11][O:12][CH2:13][CH2:14][Si:15]([CH3:16])([CH3:17])[CH3:18])[cH:9][cH:10]2.[C:28](=[O:29])([OH:30])[O-:31].[CH3:45][CH2:46][O:47][C:48](=[O:49])[CH3:50].[Cl:40][CH2:41][CH2:42][Cl:43].[I:20][N:21]1[C:22](=[O:23])[CH2:24][CH2:25][C:26]1=[O:27].[Na+:32].[Na+:33].[Na+:34].[O-:35][S:36](=[O:37])(=[O:38])[O-:39].[OH2:44]>>[Br:1][c:2]1[c:3]([CH3:19])[c:4]2[c:5]([n:6][cH:7]1)[n:8]([CH2:11][O:12][CH2:13][CH2:14][Si:15]([CH3:16])([CH3:17])[CH3:18])[cH:9][c:10]2[I:20].